This data is from the Open Reaction Database (ORD), a public repository of structured organic reaction records. The task is: describe an organic reaction: reactants, conditions, products, and yield The reactants are C(C)OC(NC1=C(C2=CC=C(C=C2C=C1)F)Cl)=O (N-(1-chloro-6-fluoro-2-naphthyl)carbamic acid ethyl ester), [OH-].[K+] (KOH). Run in C(C)O (ethanol). The product is ClC1=C(C=CC2=CC(=CC=C12)F)N (1-chloro-6-fluoro-2-aminonaphthalene). Reaction SMILES: C(OC(=O)[NH:5][C:6]1[CH:15]=[CH:14][C:13]2[C:8](=[CH:9][CH:10]=[C:11]([F:16])[CH:12]=2)[C:7]=1[Cl:17])C.[OH-].[K+]>C(O)C>[Cl:17][C:7]1[C:8]2[C:13](=[CH:12][C:11]([F:16])=[CH:10][CH:9]=2)[CH:14]=[CH:15][C:6]=1[NH2:5] |f:1.2|. Procedure: A mixture of N-(1-chloro-6-fluoro-2-naphthyl)carbamic acid ethyl ester (600 mg, 2.24 mmol) and KOH (1.51 g, 26.9 mmol) in ethanol (20 mL) is heated to reflux temperature under N2 atmosphere for 12 hours. After cooling, the reaction mixture is concentrated by rotary evaporator. The residual oil is purified by flash chromatography on silica gel (3:1 hexanes/EtOAc) to give 1-chloro-6-fluoro-2-aminonaphthalene as a brown solid. Reactants: C[O-].[Na+].CO (sodium methoxide methanol), ClC1=C(C(=CC=C1)Cl)NS(=O)(=O)C1=NN2C(N=C(C=C2Cl)Cl)=N1 (N-(2,6-dichlorophenyl)-5,7-dichloro-1,2,4-triazolo-[1,5-a]pyrimidine-2-sulfonamide), Cl (HCl). Conditions: time 15 minute. The product is ClC1=C(C(=CC=C1)Cl)NS(=O)(=O)C1=NN2C(N=C(C=C2OC)OC)=N1 (N-(2,6-dichlorophenyl)-5,7-dimethoxy-1,2,4-triazolo-[1,5-a]pyrimidine-2-sulfonamide). Yield: 41.2%. As a reaction SMILES: [CH3:1][O-:2].[Na+].[CH3:4][OH:5].[Cl:6][C:7]1[CH:12]=[CH:11][CH:10]=[C:9]([Cl:13])[C:8]=1[NH:14][S:15]([C:18]1[N:28]=[C:21]2[N:22]=[C:23](Cl)[CH:24]=[C:25](Cl)[N:20]2[N:19]=1)(=[O:17])=[O:16].Cl>>[Cl:6][C:7]1[CH:12]=[CH:11][CH:10]=[C:9]([Cl:13])[C:8]=1[NH:14][S:15]([C:18]1[N:28]=[C:21]2[N:22]=[C:23]([O:5][CH3:4])[CH:24]=[C:25]([O:2][CH3:1])[N:20]2[N:19]=1)(=[O:17])=[O:16] |f:0.1.2|. Reported procedure: A solution of 20 ml (9.6 mmol) of sodium methoxide-methanol was treated with 1.0 g (2.4 mmol) of N-(2,6-dichlorophenyl)-5,7-dichloro-1,2,4-triazolo-[1,5-a]pyrimidine-2-sulfonamide and was stirred for 15 minutes at 25°-30° C. The solution was acidified with 6N aqueous HCl and then concentrated by rotary evaporation in vacuo. The residue was washed with water and then triturated with warm isopropanol (2X) to afford 0.4 g (41 percent) of a white powder; mp 232°-234° C. decomposition. Reactants: C(C1=CC=CC=C1)OCCCCCCCCCCCl (10-benzyloxy-1-chlorodecane), [Mg] (magnesium), C(C1=CC=CC=C1)OC=1C=C(C=O)C=CC1OCC1=CC=CC=C1 (3,4-dibenzyloxybenzaldehyde), C(C)I (ethyl iodide), II (iodine), Cl (hydrochloric acid). Solvent: CCOCC (ether), CCOCC (ether), O1CCCC1 (tetrahydrofuran). Conditions: time 30 minute. Product: C(C1=CC=CC=C1)OCCCCCCCCCCC(O)C1=CC(=C(C=C1)OCC1=CC=CC=C1)OCC1=CC=CC=C1 (11-benzyloxy-1-(3,4-dibenzyloxyphenyl)-1-undecanol). Isolated yield 46.8%. As a reaction SMILES: [Mg].C(I)C.II.[CH2:7]([O:14][CH2:15][CH2:16][CH2:17][CH2:18][CH2:19][CH2:20][CH2:21][CH2:22][CH2:23][CH2:24]Cl)[C:8]1[CH:13]=[CH:12][CH:11]=[CH:10][CH:9]=1.[CH2:26]([O:33][C:34]1[CH:35]=[C:36]([CH:39]=[CH:40][C:41]=1[O:42][CH2:43][C:44]1[CH:49]=[CH:48][CH:47]=[CH:46][CH:45]=1)[CH:37]=[O:38])[C:27]1[CH:32]=[CH:31][CH:30]=[CH:29][CH:28]=1.Cl>O1CCCC1.CCOCC>[CH2:7]([O:14][CH2:15][CH2:16][CH2:17][CH2:18][CH2:19][CH2:20][CH2:21][CH2:22][CH2:23][CH2:24][CH:37]([C:36]1[CH:39]=[CH:40][C:41]([O:42][CH2:43][C:44]2[CH:49]=[CH:48][CH:47]=[CH:46][CH:45]=2)=[C:34]([O:33][CH2:26][C:27]2[CH:32]=[CH:31][CH:30]=[CH:29][CH:28]=2)[CH:35]=1)[OH:38])[C:8]1[CH:13]=[CH:12][CH:11]=[CH:10][CH:9]=1. Procedure details: To a mixture of 1 ml of anhydrous ether and 0.6 g of metallic magnesium were added 0.1 ml of ethyl iodide and a piece of iodine crystal followed by heating to initiate the reaction and then a mixture of 6.7 g of 10-benzyloxy-1-chlorodecane and 10 ml of anhydrous ether was added dropwise to the aforesaid mixture. After the reaction was over, the reaction mixture was refluxed for 2 hours. After cooling, the reaction mixture was added dropwise to a solution of 6 g of 3,4-dibenzyloxybenzaldehyde dis... Starting materials: CO (Methanol), [H-].[Na+] (Sodium hydride), CC1=C(C(=CC=C1)C)O (2,6-dimethylphenol), C(C=C(C)C)Cl (prenyl chloride). The reagents and catalysts are [Pd] (palladium). Solvent: C1(=CC=CC=C1)C (toluene). Conditions: temperature 5 celsius, time 45 minute. The product is CC=1C(C(CCC1)(CC=C(C)C)C)=O (2.6-dimethyl-6-(3-methyl-but-2-enyl)-cyclohex-2-enone). As a reaction SMILES: [H-].[Na+].[CH3:3][C:4]1[CH:9]=[CH:8][CH:7]=[C:6]([CH3:10])[C:5]=1[OH:11].C(Cl)[CH:13]=[C:14]([CH3:16])[CH3:15].[CH3:18]O>C1(C)C=CC=CC=1.[Pd]>[CH3:3][C:4]1[C:5](=[O:11])[C:6]([CH3:18])([CH2:10][CH:13]=[C:14]([CH3:16])[CH3:15])[CH2:7][CH2:8][CH:9]=1 |f:0.1|. Reported procedure: Sodium hydride (60%, 85 g, 2.13 mol) was added portionwise to a solution of 2,6-dimethylphenol (250 g, 2.05 mol) in 2 L of toluene at 10-15° C. The resulting suspension was stirred for 45 min. The mixture was cooled to 5° C., and prenyl chloride (262 g, 2.13 mol, 85%) was added during 1.5 h keeping the temperature at 5° C. The mixture was then stirred for further 2 h at 10-15° C. Methanol (1 L) and palladium (2.5 g, 10% on charcoal) was added and the gray suspension was hydrogenated at 0.3 bar o... Starting materials: C(#N)C1=C(N=C(C=2CCCCC12)C)OC (4-cyano-3-methoxy-1-methyl-5,6,7,8-tetrahydroisoquinoline), C(#N)C1=C(N=C(C=2C(CCCC12)=O)C)OCC (4-cyano-3-ethoxy-1-methyl-5,6,7,8-tetrahydroisoquinolin-8-one). Yields the product C(#N)C1=C(N=C(C=2C(CCCC12)=O)C)OC (4-Cyano-3-methoxy-1-methyl-5,6,7,8-tetrahydroisoquinolin-8-one). As a reaction SMILES: C(C1C2CCCCC=2C(C)=NC=1OC)#N.[C:16]([C:18]1[C:27]2[CH2:26][CH2:25][CH2:24][C:23](=[O:28])[C:22]=2[C:21]([CH3:29])=[N:20][C:19]=1[O:30][CH2:31]C)#[N:17]>>[C:16]([C:18]1[C:27]2[CH2:26][CH2:25][CH2:24][C:23](=[O:28])[C:22]=2[C:21]([CH3:29])=[N:20][C:19]=1[O:30][CH3:31])#[N:17]. Reported procedure: 4-Cyano-3-methoxy-1-methyl-5,6,7,8-tetrahydroisoquinolin-8-one was prepared from 4-cyano-3-methoxy-1-methyl-5,6,7,8-tetrahydroisoquinoline following essentially the same procedure as that described in Tetrahedron, 1975, 31, 527 for the synthesis of 4-cyano-3-ethoxy-1-methyl-5,6,7,8-tetrahydroisoquinolin-8-one and was obtained as white crystals, mp 128° C. Pmr spectrum (CDCl3 ; δ in ppm): 2.04-3.19 (6H,m); 2.86 (3H,s); 4.12 (3H,s). Reactants: C(C)(C)(C)O[C@H](C(=O)OCC)C1=C(C2=C(N=C(S2)C2=CC(=NC=C2)N2CCOCC2)C=C1C)C1=CC=C(C=C1)Cl ((S)-ethyl 2-tert-butoxy-2-(7-(4-chlorophenyl)-5-methyl-2-(2-morpholinopyridin-4-yl)benzo[d]thiazol-6-yl)acetate), CN(C)C=O (DMF). Reagents/catalysts: C(C)(=O)O (Acetic acid). Solvent: CO (methanol), C1CCOC1 (THF). Product: C(C)(C)(C)O[C@H](C(=O)O)C1=C(C2=C(N=C(S2)C2=CC(=NC=C2)N2CCOCC2)C=C1C)C1=CC=C(C=C1)Cl ((S)-2-tert-butoxy-2-(7-(4-chlorophenyl)-5-methyl-2-(2-morpholinopyridin-4-yl)benzo[d]thiazol-6-yl)acetic acid). Reaction SMILES: [C:1]([O:5][C@@H:6]([C:12]1[C:32]([CH3:33])=[CH:31][C:15]2[N:16]=[C:17]([C:19]3[CH:24]=[CH:23][N:22]=[C:21]([N:25]4[CH2:30][CH2:29][O:28][CH2:27][CH2:26]4)[CH:20]=3)[S:18][C:14]=2[C:13]=1[C:34]1[CH:39]=[CH:38][C:37]([Cl:40])=[CH:36][CH:35]=1)[C:7]([O:9]CC)=[O:8])([CH3:4])([CH3:3])[CH3:2].CN(C=O)C>CO.C1COCC1.C(O)(=O)C>[C:1]([O:5][C@@H:6]([C:12]1[C:32]([CH3:33])=[CH:31][C:15]2[N:16]=[C:17]([C:19]3[CH:24]=[CH:23][N:22]=[C:21]([N:25]4[CH2:30][CH2:29][O:28][CH2:27][CH2:26]4)[CH:20]=3)[S:18][C:14]=2[C:13]=1[C:34]1[CH:35]=[CH:36][C:37]([Cl:40])=[CH:38][CH:39]=1)[C:7]([OH:9])=[O:8])([CH3:4])([CH3:2])[CH3:3]. Procedure: A solution of (S)-ethyl 2-tert-butoxy-2-(7-(4-chlorophenyl)-5-methyl-2-(2-morpholinopyridin-4-yl)benzo[d]thiazol-6-yl)acetate (4.2 mg, 0.00724 mmol) 5M NaOH (29 μL) in methanol (0.2 mL) and THF (1.0 mL) was stirred at 40° C. overnight. Acetic acid (1 drop) and DMF (0.3 mL) were added and mixture concentrated to ˜0.5 mL, diluted with DMF/H2O, filtered and purified by Gilson HPLC (Gemini, 5 to 100% ACN/H2O+0.1% TFA) to give product after lyophilization. LCMS-ESI+: calc'd for C29H31ClN3O4S: 552.2 (... Starting materials: CC(C)(C)OC(=O)n1c(CBr)cc2cc(Cl)ccc21, CCOCC, COC(=O)C1CNCC(=O)N1Cc1ccc(C#N)c(N=C(c2ccccc2)c2ccccc2)c1, CC#N, [K+], [K+], O=C([O-])[O-], O. Yields the product COC(=O)C1CN(Cc2cc3cc(Cl)ccc3n2C(=O)OC(C)(C)C)CC(=O)N1Cc1ccc(C#N)c(N=C(c2ccccc2)c2ccccc2)c1. RXN SMILES: [C:41]([CH3:42])([CH3:43])([CH3:44])[O:45][C:46](=[O:47])[n:48]1[c:49]([CH2:58][Br:59])[cH:50][c:51]2[cH:52][c:53]([Cl:57])[cH:54][cH:55][c:56]12.[CH2:64]([O:65][CH2:66][CH3:67])[CH3:68].[CH3:1][O:2][C:3](=[O:4])[CH:5]1[N:6]([CH2:12][c:13]2[cH:14][c:15]([N:21]=[C:22]([c:23]3[cH:24][cH:25][cH:26][cH:27][cH:28]3)[c:29]3[cH:30][cH:31][cH:32][cH:33][cH:34]3)[c:16]([C:19]#[N:20])[cH:17][cH:18]2)[C:7](=[O:11])[CH2:8][NH:9][CH2:10]1.[CH3:60][C:61]#[N:62].[K+:35].[K+:36].[O-:37][C:38]([O-:39])=[O:40].[OH2:63]>>[CH3:1][O:2][C:3](=[O:4])[CH:5]1[N:6]([CH2:12][c:13]2[cH:14][c:15]([N:21]=[C:22]([c:23]3[cH:24][cH:25][cH:26][cH:27][cH:28]3)[c:29]3[cH:30][cH:31][cH:32][cH:33][cH:34]3)[c:16]([C:19]#[N:20])[cH:17][cH:18]2)[C:7](=[O:11])[CH2:8][N:9]([CH2:58][c:49]2[n:48]([C:46]([O:45][C:41]([CH3:42])([CH3:43])[CH3:44])=[O:47])[c:56]3[c:51]([cH:50]2)[cH:52][c:53]([Cl:57])[cH:54][cH:55]3)[CH2:10]1. Starting materials: C1CCOC1, COc1ccc(C(OCC2OC(n3ccc(=O)[nH]c3=O)C(O)C2O)(c2ccccc2)c2ccc(OC)cc2)cc1, COc1ccc(C(OCC2OC(n3ccc(=O)[nH]c3=O)C(OC(=O)Nc3ccccc3)C2O)(c2ccccc2)c2ccc(OC)cc2)cc1, CC(C)C1COC(c2cccc(C3=NC(C(C)C)CO3)n2)=N1, Cl[Cu]Cl, O=C=Nc1ccccc1. The product is COc1ccc(C(OCC2OC(n3ccc(=O)[nH]c3=O)C(O)C2OC(=O)Nc2ccccc2)(c2ccccc2)c2ccc(OC)cc2)cc1. As a reaction SMILES: [CH2:124]1[O:125][CH2:126][CH2:127][CH2:128]1.[CH3:23][O:24][c:25]1[cH:26][cH:27][c:28]([C:31]([O:32][CH2:33][CH:34]2[CH:35]([OH:48])[CH:36]([OH:47])[CH:37]([n:39]3[c:40](=[O:41])[nH:42][c:43](=[O:44])[cH:45][cH:46]3)[O:38]2)([c:49]2[cH:50][cH:51][cH:52][cH:53][cH:54]2)[c:55]2[cH:56][cH:57][c:58]([O:61][CH3:62])[cH:59][cH:60]2)[cH:29][cH:30]1.[CH3:72][O:73][c:74]1[cH:75][cH:76][c:77]([C:78]([c:79]2[cH:80][cH:81][c:82]([O:83][CH3:84])[cH:85][cH:86]2)([c:87]2[cH:88][cH:89][cH:90][cH:91][cH:92]2)[O:93][CH2:94][CH:95]2[O:96][CH:97]([n:98]3[cH:99][cH:100][c:101](=[O:102])[nH:103][c:104]3=[O:105])[CH:106]([O:107][C:108](=[O:109])[NH:110][c:111]3[cH:112][cH:113][cH:114][cH:115][cH:116]3)[CH:117]2[OH:118])[cH:119][cH:120]1.[CH:1]([CH:2]1[CH2:3][O:4][C:5]([c:6]2[cH:7][cH:8][cH:9][c:10]([C:11]3=[N:18][CH:14]([CH:15]([CH3:16])[CH3:17])[CH2:13][O:12]3)[n:19]2)=[N:20]1)([CH3:21])[CH3:22].[Cu:121]([Cl:122])[Cl:123].[O:63]=[C:64]=[N:65][c:66]1[cH:67][cH:68][cH:69][cH:70][cH:71]1>>[CH3:23][O:24][c:25]1[cH:26][cH:27][c:28]([C:31]([O:32][CH2:33][CH:34]2[CH:35]([O:48][C:64](=[O:63])[NH:65][c:66]3[cH:67][cH:68][cH:69][cH:70][cH:71]3)[CH:36]([OH:47])[CH:37]([n:39]3[c:40](=[O:41])[nH:42][c:43](=[O:44])[cH:45][cH:46]3)[O:38]2)([c:49]2[cH:50][cH:51][cH:52][cH:53][cH:54]2)[c:55]2[cH:56][cH:57][c:58]([O:61][CH3:62])[cH:59][cH:60]2)[cH:29][cH:30]1. Starting materials: COC(C1=CC(=CC=C1)CP(=O)(OCC)OCC)=O (3-(diethoxy-phosphorylmethyl)-benzoic acid methyl ester), [H-].[Na+] (sodium hydride), ClC1=C(C=O)C=CC(=C1)OCC=1N(N=NC1C(C)C)C1=C(C=CC=C1Cl)Cl (2-chloro-4-[3-(2,6-dichloro-phenyl)-5-isopropyl-3H-[1,2,3]triazol-4-ylmethoxy]-benzaldehyde). Run in C(C)OCC (diethyl ether), C(C)OCC (diethyl ether). Conditions: time 1 hour. The product is COC(C1=CC(=CC=C1)C=CC1=C(C=C(C=C1)OCC=1N(N=NC1C(C)C)C1=C(C=CC=C1Cl)Cl)Cl)=O (3-(2-{2-Chloro-4-[3-(2,6-dichloro-phenyl)-5-isopropyl-3H-[1,2,3]triazol-4-ylmethoxy]-phenyl}-vinyl)-benzoic acid methyl ester). Isolated yield 79.6%. As a reaction SMILES: [CH3:1][O:2][C:3](=[O:19])[C:4]1[CH:9]=[CH:8][CH:7]=[C:6]([CH2:10]P(OCC)(OCC)=O)[CH:5]=1.[H-].[Na+].[Cl:22][C:23]1[CH:30]=[C:29]([O:31][CH2:32][C:33]2[N:34]([C:41]3[C:46]([Cl:47])=[CH:45][CH:44]=[CH:43][C:42]=3[Cl:48])[N:35]=[N:36][C:37]=2[CH:38]([CH3:40])[CH3:39])[CH:28]=[CH:27][C:24]=1[CH:25]=O>C(OCC)C>[CH3:1][O:2][C:3](=[O:19])[C:4]1[CH:9]=[CH:8][CH:7]=[C:6]([CH:10]=[CH:25][C:24]2[CH:27]=[CH:28][C:29]([O:31][CH2:32][C:33]3[N:34]([C:41]4[C:42]([Cl:48])=[CH:43][CH:44]=[CH:45][C:46]=4[Cl:47])[N:35]=[N:36][C:37]=3[CH:38]([CH3:40])[CH3:39])=[CH:30][C:23]=2[Cl:22])[CH:5]=1 |f:1.2|. Procedure: To a 0° C. solution of 3-(diethoxy-phosphorylmethyl)-benzoic acid methyl ester (1.2 g, 4 eq) in diethyl ether (15 mL) is added sodium hydride (0.17 g, 4 eq). After 1 h, 2-chloro-4-[3-(2,6-dichloro-phenyl)-5-isopropyl-3H-[1,2,3]triazol-4-ylmethoxy]-benzaldehyde (0.44 g, 1 eq) in diethyl ether (5 mL) is added and the reaction is stirred overnight. Upon completion, the reaction is quenched with water. The aqueous solution is acidified with 1N HCl and extracted two times with ethyl acetate. The orga... Yields the product C(C)(=O)NCC(=O)N1CCC(=CC2=C1C=CC(=C2)C2=CC=C(C=C2)OCCOCCCC)C(=O)NC2=CC=C(C=C2)CN(C2CCOCC2)C (1-(N-acetylglycyl)-7-[4-(2-butoxyethoxy)phenyl]-N-[4-[[N-methyl-N-(tetrahydro-2H-pyran-4-yl)amino]methyl]phenyl]-2,3-dihydro-1H-1-benzazepine-4-carboxamide). Starting materials: C(C)(=O)NCC(=O)N1CCC(=CC2=C1C=CC(=C2)C2=CC=C(C=C2)OCCOCCCC)C(=O)O (1-(N-acetylglycyl)-7-[4-(2-butoxyethoxy)phenyl]-2,3-dihydro-1H-1-benzazepine-4-carboxylic acid), Cl.C(C)N=C=NCCCN(C)C (1-ethyl-3-(3-dimethylaminopropyl)carbodiimide hydrochloride), Cl.Cl.CN(C1CCOCC1)CC1=CC=C(N)C=C1 (4-[N-methyl-N-(tetrahydro-2H-pyran-4-yl)aminomethyl]aniline dihydrochloride), ON1N=NC2=C1C=CC=C2 (1-hydroxybenzotriazole). The yield is 91.1%. Reaction SMILES: [C:1]([NH:4][CH2:5][C:6]([N:8]1[C:14]2[CH:15]=[CH:16][C:17]([C:19]3[CH:24]=[CH:23][C:22]([O:25][CH2:26][CH2:27][O:28][CH2:29][CH2:30][CH2:31][CH3:32])=[CH:21][CH:20]=3)=[CH:18][C:13]=2[CH:12]=[C:11]([C:33](O)=[O:34])[CH2:10][CH2:9]1)=[O:7])(=[O:3])[CH3:2].Cl.Cl.[CH3:38][N:39]([CH2:46][C:47]1[CH:53]=[CH:52][C:50]([NH2:51])=[CH:49][CH:48]=1)[CH:40]1[CH2:45][CH2:44][O:43][CH2:42][CH2:41]1.ON1C2C=CC=CC=2N=N1.Cl.C(N=C=NCCCN(C)C)C>CN(C=O)C.CN(C)C1C=CN=CC=1.C(N(CC)CC)C>[C:1]([NH:4][CH2:5][C:6]([N:8]1[C:14]2[CH:15]=[CH:16][C:17]([C:19]3[CH:20]=[CH:21][C:22]([O:25][CH2:26][CH2:27][O:28][CH2:29][CH2:30][CH2:31][CH3:32])=[CH:23][CH:24]=3)=[CH:18][C:13]=2[CH:12]=[C:11]([C:33]([NH:51][C:50]2[CH:49]=[CH:48][C:47]([CH2:46][N:39]([CH3:38])[CH:40]3[CH2:45][CH2:44][O:43][CH2:42][CH2:41]3)=[CH:53][CH:52]=2)=[O:34])[CH2:10][CH2:9]1)=[O:7])(=[O:3])[CH3:2] |f:1.2.3,5.6|. Procedure details: In DMF (20 ml) were suspended 1-(N-acetylglycyl)-7-[4-(2-butoxyethoxy)phenyl]-2,3-dihydro-1H-1-benzazepine-4-carboxylic acid (0.85 g), 4-[N-methyl-N-(tetrahydro-2H-pyran-4-yl)aminomethyl]aniline dihydrochloride (0.52 g) and 1-hydroxybenzotriazole (0.3 g). Under ice-cooling, to the suspension were added 1-ethyl-3-(3-dimethylaminopropyl)carbodiimide hydrochloride (1 g), triethylamine (1.7 ml) and 4-dimethylaminopyridine (catalytic amount), and the mixture was stirred at room temperature overnight.... Conditions: time 8 hour. The reagents and catalysts are CN(C1=CC=NC=C1)C (4-dimethylaminopyridine). The solvent is CN(C)C=O (DMF), C(C)N(CC)CC (triethylamine).